Dataset: the Open Reaction Database (ORD), a public repository of structured organic reaction records. Task: describe an organic reaction: reactants, conditions, products, and yield Reactants: NC=1C(N(C(N(C1N)CC)=O)CC)=O (5,6-diamino-1,3-diethyluracil), FC1=CC=C(C=CC(=O)O)C=C1 (4-fluorocinnamic acid). The product is C(C)N1C(=O)N(C=2N=C(NC2C1=O)\C=C\C1=CC=C(C=C1)F)CC ((E)-1,3-Diethyl-8-(4-fluorostyryl)xanthine). The yield is 48.3%. Reaction SMILES: [NH2:1][C:2]1[C:3](=[O:14])[N:4]([CH2:12][CH3:13])[C:5](=[O:11])[N:6]([CH2:9][CH3:10])[C:7]=1[NH2:8].[F:15][C:16]1[CH:26]=[CH:25][C:19]([CH:20]=[CH:21][C:22](O)=O)=[CH:18][CH:17]=1>>[CH2:12]([N:4]1[C:3](=[O:14])[C:2]2[NH:1][C:22](/[CH:21]=[CH:20]/[C:19]3[CH:25]=[CH:26][C:16]([F:15])=[CH:17][CH:18]=3)=[N:8][C:7]=2[N:6]([CH2:9][CH3:10])[C:5]1=[O:11])[CH3:13]. Reported procedure: Substantially the same procedure as in Example 7 was repeated using 2.50 g (12.6 mmol) of 5,6-diamino-1,3-diethyluracil and 2.31 g (13.9 mmol) of 4-fluorocinnamic acid. Then, the resultant crude crystals were recrystallized from tetrahydrofuran/water to give 2.00 g (yield 51%) of Compound 146 as colorless columns.